This data is from the Open Reaction Database (ORD), a public repository of structured organic reaction records. The task is: describe an organic reaction: reactants, conditions, products, and yield Reactants: C(C=CC1=CC=CC=C1)(=O)OCC (ethyl cinnamate), [H-].C(C(C)C)[Al+]CC(C)C (diisobutylaluminium hydride), solution. Solvent: CCCCCC (hexane), ClCCl (dichloromethane). The product is C1(=CC=CC=C1)C=CCO (3-phenylprop-2-en-1-ol). Yield: 104.5%. As a reaction SMILES: [C:1](OCC)(=[O:10])[CH:2]=[CH:3][C:4]1[CH:9]=[CH:8][CH:7]=[CH:6][CH:5]=1.[H-].C([Al+]CC(C)C)C(C)C>CCCCCC.ClCCl>[C:4]1([CH:3]=[CH:2][CH2:1][OH:10])[CH:9]=[CH:8][CH:7]=[CH:6][CH:5]=1 |f:1.2|. Procedure details: The above ester (3.52 g) was treated with diisobutylaluminium hydride (40 ml of a 1M solution in hexane) in dichloromethane (40 ml) in the normal fashion to provide 3-phenylprop-2-en-1-ol (2.8 g). NMR 1H: 7.2(5H,m), 6.55(1H,d), 6.35 (1H,t), 4.25(2H,d), 1.97(1H,s). The reactants are S(=O)(=O)([O-])C1=CC=C(C)C=C1 (tosylate), N[C@H](C(=O)OCC(C)(C)C)C(C)C ((S)-neopentyl 2-amino-3-methylbutanoate), ClP(=O)(Cl)OC=1C=C2C=CC(=CC2=CC1)[C@@H](C(=O)OC)C ((S)-methyl 2-(6-(dichlorophosphoryloxy)naphthalen-2-yl)propanoate), TEA, C(Cl)Cl (DCM). Reported procedure: Using the general procedure for synthesizing naphthyl (amino acid ester) phosphorochloridates the tosylate salt of (S)-neopentyl 2-amino-3-methylbutanoate (776 mg), and (S)-methyl 2-(6-(dichlorophosphoryloxy)naphthalen-2-yl)propanoate (750 mg), TEA (0.6 mL) and DCM (15 mL) were combined to give 580 mg of desired (2S)-neopentyl 2-(chloro(6-((S)-1-methoxy-1-oxopropan-2-yl)naphthalen-2-yloxy)phosphorylamino)-3-methylbutanoate as gummy solid. The product is ClC1=C(C=CC2=CC(=CC=C12)[C@@H](C(=O)OC)C)OP(=O)=N[C@H](C(=O)OCC(C)(C)C)C(C)C ((2S)-neopentyl 2-(chloro(6-((S)-1-methoxy-1-oxopropan-2-yl)naphthalen-2-yloxy)phosphorylamino)-3-methylbutanoate). RXN SMILES: S(C1C=CC(C)=CC=1)([O-])(=O)=O.[NH2:12][C@@H:13]([CH:22]([CH3:24])[CH3:23])[C:14]([O:16][CH2:17][C:18]([CH3:21])([CH3:20])[CH3:19])=[O:15].Cl[P:26]([O:29][C:30]1[CH:31]=[C:32]2[C:37](=[CH:38][CH:39]=1)[CH:36]=[C:35]([C@H:40]([CH3:45])[C:41]([O:43][CH3:44])=[O:42])[CH:34]=[CH:33]2)(Cl)=[O:27].C(Cl)[Cl:47]>>[Cl:47][C:31]1[C:32]2[C:37](=[CH:36][C:35]([C@H:40]([CH3:45])[C:41]([O:43][CH3:44])=[O:42])=[CH:34][CH:33]=2)[CH:38]=[CH:39][C:30]=1[O:29][P:26](=[N:12][C@@H:13]([CH:22]([CH3:24])[CH3:23])[C:14]([O:16][CH2:17][C:18]([CH3:19])([CH3:21])[CH3:20])=[O:15])=[O:27]. Starting materials: C(C1=CC=CC=C1)NCC(=O)O (N-benzylglycine), NC(=O)N (urea). Yields the product C(C1=CC=CC=C1)N1C(=O)NC(=O)C1 (1-benzylhydantoin). Yield: 42.7%. Reaction SMILES: [CH2:1]([NH:8][CH2:9][C:10]([OH:12])=O)[C:2]1[CH:7]=[CH:6][CH:5]=[CH:4][CH:3]=1.[NH2:13][C:14](N)=[O:15]>>[CH2:1]([N:8]1[CH2:9][C:10](=[O:12])[NH:13][C:14]1=[O:15])[C:2]1[CH:3]=[CH:4][CH:5]=[CH:6][CH:7]=1. Procedure: The starting material for the abovementioned synthetic route a), viz. N-benzyl-aminoacetonitrile, is prepared by reaction of benzylamine and formaldehyde with the extremely toxic hydrocyanic acid (see also Tetrahedron Letters [23], 27 (1982), 2741-4). The starting material for the synthetic route b), viz. N-benzylglycine, also firstly has to be prepared by reaction of glycine with benzyl chloride or of chloroacetic acid with benzylamine. The reaction of N-benzylaminoacetonitrile or N-benzylglyci...